Dataset: the Open Reaction Database (ORD), a public repository of structured organic reaction records. Task: describe an organic reaction: reactants, conditions, products, and yield Reactants: C(C1=CC=CC=C1)OC(=O)NC1=CC(=C(C2=CC=CC=C12)CCO)NC(=O)C=1NC2=C(C(=C(C=C2C1)OC)OC)OC (2-[4-(N-benzyloxycarbonylamino)-2-(5,6,7-trimethoxyindole-2-carboxamido)naphthalen-1-yl]ethanol). Reagents/catalysts: [Pd] (Pd/C). The solvent is C1CCOC1 (THF), C1CCOC1 (THF). Run at time 3 day. The product is NC1=CC(=C(C2=CC=CC=C12)CCO)NC(=O)C=1NC2=C(C(=C(C=C2C1)OC)OC)OC (2-[4-amino-2-(5,6,7-trimethoxyindole-2-carboxamido)naphthalen-1-yl]ethanol). Isolated yield 76.2%. As a reaction SMILES: C(OC([NH:11][C:12]1[C:21]2[C:16](=[CH:17][CH:18]=[CH:19][CH:20]=2)[C:15]([CH2:22][CH2:23][OH:24])=[C:14]([NH:25][C:26]([C:28]2[NH:29][C:30]3[C:35]([CH:36]=2)=[CH:34][C:33]([O:37][CH3:38])=[C:32]([O:39][CH3:40])[C:31]=3[O:41][CH3:42])=[O:27])[CH:13]=1)=O)C1C=CC=CC=1>C1COCC1.[Pd]>[NH2:11][C:12]1[C:21]2[C:16](=[CH:17][CH:18]=[CH:19][CH:20]=2)[C:15]([CH2:22][CH2:23][OH:24])=[C:14]([NH:25][C:26]([C:28]2[NH:29][C:30]3[C:35]([CH:36]=2)=[CH:34][C:33]([O:37][CH3:38])=[C:32]([O:39][CH3:40])[C:31]=3[O:41][CH3:42])=[O:27])[CH:13]=1. Procedure: A solution of 2-[4-(N-benzyloxycarbonylamino)-2-(5,6,7-trimethoxyindole-2-carboxamido)naphthalen-1-yl]ethanol (0.14 g, 0.25 mmol) in THF (10 mL) was added to a suspension of 10% Pd/C (0.1 g) in chilled THF (10 mL) and the suspension was hydrogenated under H2 atmosphere at room temperature for 3 days. The suspension was filtered over Celite and the filtrate was concentrated in reduced pressure. The residue was crystallized with diisopropylether to yield 2-[4-amino-2-(5,6,7-trimethoxyindole-2-carb... The reactants are Example 22 ( l ), Cl (hydrogen chloride), C(C1=CC=CC=C1)OCCCOC1=CC=C(C=C1)C1C(CN(CC1)C(=O)OC(C)(C)C)OCC1=CC2=CC(=CC=C2C=C1)O (tert-butyl (3RS,4RS)-4-[4-(3-benzyloxy-propoxy)-phenyl]-3-(7-hydroxy-naphthalen-2-ylmethoxy)-piperidine-1-carboxylate), BOC. Run in CO (methanol). Yields the product Cl.C(C1=CC=CC=C1)OCCCOC1=CC=C(C=C1)C1C(CNCC1)OCC1=CC=C2C=CC(=CC2=C1)O (7-[(3RS,4RS)-4-[4-(3-benzyloxy-propoxy)-phenyl]-piperidine-3-yloxymethyl]-naphthalen-2-ol hydrochloride). RXN SMILES: [CH2:1]([O:8][CH2:9][CH2:10][CH2:11][O:12][C:13]1[CH:18]=[CH:17][C:16]([CH:19]2[CH2:24][CH2:23][N:22](C(OC(C)(C)C)=O)[CH2:21][CH:20]2[O:32][CH2:33][C:34]2[CH:43]=[CH:42][C:41]3[C:36](=[CH:37][C:38]([OH:44])=[CH:39][CH:40]=3)[CH:35]=2)=[CH:15][CH:14]=1)[C:2]1[CH:7]=[CH:6][CH:5]=[CH:4][CH:3]=1.[ClH:45]>CO>[ClH:45].[CH2:1]([O:8][CH2:9][CH2:10][CH2:11][O:12][C:13]1[CH:14]=[CH:15][C:16]([CH:19]2[CH2:24][CH2:23][NH:22][CH2:21][CH:20]2[O:32][CH2:33][C:34]2[CH:35]=[C:36]3[C:41]([CH:40]=[CH:39][C:38]([OH:44])=[CH:37]3)=[CH:42][CH:43]=2)=[CH:17][CH:18]=1)[C:2]1[CH:7]=[CH:6][CH:5]=[CH:4][CH:3]=1 |f:3.4|. Procedure details: In an analogous manner to that described in Example 22 (l), from tert-butyl (3RS,4RS)-4-[4-(3-benzyloxy-propoxy)-phenyl]-3-(7-hydroxy-naphthalen-2-ylmethoxy)-piperidine-1-carboxylate by cleavage of the BOC protecting group with hydrogen chloride in methanol there was obtained 7-[(3RS,4RS)-4-[4-(3-benzyloxy-propoxy)-phenyl]-piperidine-3-yloxymethyl]-naphthalen-2-ol hydrochloride (1:1) as an amorphous, beige foam; MS: 498 (M+H)+. Reactants: FC1=CC=C(C=C1)N1N=CC2=C(C=CC=C12)O[C@@H]([C@H](C)N)C1=CC=CC=C1 ((1R,2S)-1-[1-(4-fluorophenyl)indazol-4-yl]oxy-1-phenyl-propan-2-amine), C1(CC1)S(=O)(=O)Cl (cyclopropylsulphonyl chloride). The product is FC1=CC=C(C=C1)N1N=CC2=C(C=CC=C12)O[C@@H]([C@H](C)NS(=O)(=O)C1CC1)C1=CC=CC=C1 (N-[(1R,2S)-1-[1-(4-fluorophenyl)indazol-4-yl]oxy-1-phenyl-propan-2-yl]cyclopropanesulfonamide). RXN SMILES: [F:1][C:2]1[CH:7]=[CH:6][C:5]([N:8]2[C:16]3[C:11](=[C:12]([O:17][C@H:18]([C:22]4[CH:27]=[CH:26][CH:25]=[CH:24][CH:23]=4)[C@@H:19]([NH2:21])[CH3:20])[CH:13]=[CH:14][CH:15]=3)[CH:10]=[N:9]2)=[CH:4][CH:3]=1.[CH:28]1([S:31](Cl)(=[O:33])=[O:32])[CH2:30][CH2:29]1>>[F:1][C:2]1[CH:3]=[CH:4][C:5]([N:8]2[C:16]3[C:11](=[C:12]([O:17][C@H:18]([C:22]4[CH:23]=[CH:24][CH:25]=[CH:26][CH:27]=4)[C@@H:19]([NH:21][S:31]([CH:28]4[CH2:30][CH2:29]4)(=[O:33])=[O:32])[CH3:20])[CH:13]=[CH:14][CH:15]=3)[CH:10]=[N:9]2)=[CH:6][CH:7]=1. Procedure details: Prepared according the protocol described for Example 1 using (1R,2S)-1-[1-(4-fluorophenyl)indazol-4-yl]oxy-1-phenyl-propan-2-amine (3a, 30 mg, 0.08 mmol) and cyclopropylsulphonyl chloride (22 μl, 0.21 mmol). Yield: 20 mg (53%). Reported procedure: To a solution of benzyl 2-(4-fluorophenyl)-5-methyl-3-oxo-2,3-dihydro-1H-pyrazole-4-carboxylate (8.0 g, 0.024 mol) in dichloromethane (80 mL), methyl trifluoromethanesulfonate (4.8 g, 0.029 mol) was added and stirred at room temperature for 24 hours. The resulting mixture was extracted with dichloromethane and saturated baryta water. After phase separation, the aqueous layer was extracted again with dichloromethane. All the organic layers were collected, dried with Na2SO4 and then filtered. The ... The solvent is ClCCl (dichloromethane). Reactants: FC1=CC=C(C=C1)N1NC(=C(C1=O)C(=O)OCC1=CC=CC=C1)C (benzyl 2-(4-fluorophenyl)-5-methyl-3-oxo-2,3-dihydro-1H-pyrazole-4-carboxylate), FC(S(=O)(=O)OC)(F)F (methyl trifluoromethanesulfonate). RXN SMILES: [F:1][C:2]1[CH:7]=[CH:6][C:5]([N:8]2[C:12](=[O:13])[C:11]([C:14]([O:16][CH2:17][C:18]3[CH:23]=[CH:22][CH:21]=[CH:20][CH:19]=3)=[O:15])=[C:10]([CH3:24])[NH:9]2)=[CH:4][CH:3]=1.F[C:26](F)(F)S(OC)(=O)=O>ClCCl>[CH2:17]([O:16][C:14]([C:11]1[C:12](=[O:13])[N:8]([C:5]2[CH:4]=[CH:3][C:2]([F:1])=[CH:7][CH:6]=2)[N:9]([CH3:26])[C:10]=1[CH3:24])=[O:15])[C:18]1[CH:19]=[CH:20][CH:21]=[CH:22][CH:23]=1. The yield is 32.9%. Product: C(C1=CC=CC=C1)OC(=O)C=1C(N(N(C1C)C)C1=CC=C(C=C1)F)=O (benzyl2-(4-fluorophenyl)-1,5-dimethyl-3-oxo-2,3-dihydro-1H-pyrazole-4-carboxylate). Run at time 24 hour. Reactants: ClCCl, C1CCOC1, O=c1oc2cc(O)ccc2c(Cc2ccc(OCCN3CCCC3)cc2)c1-c1ccc(C(F)(F)F)cc1, C=CCO, c1ccc(P(c2ccccc2)c2ccccc2)cc1. Product: C=CCOc1ccc2c(Cc3ccc(OCCN4CCCC4)cc3)c(-c3ccc(C(F)(F)F)cc3)c(=O)oc2c1. RXN SMILES: [CH2:66]([Cl:67])[Cl:68].[O:61]1[CH2:62][CH2:63][CH2:64][CH2:65]1.[OH:1][c:2]1[cH:3][cH:4][c:5]2[c:6]([CH2:23][c:24]3[cH:25][cH:26][c:27]([O:30][CH2:31][CH2:32][N:33]4[CH2:34][CH2:35][CH2:36][CH2:37]4)[cH:28][cH:29]3)[c:7](-[c:13]3[cH:14][cH:15][c:16]([C:19]([F:20])([F:21])[F:22])[cH:17][cH:18]3)[c:8](=[O:12])[o:9][c:10]2[cH:11]1.[OH:38][CH2:39][CH:40]=[CH2:41].[c:42]1([P:43]([c:44]2[cH:45][cH:46][cH:47][cH:48][cH:49]2)[c:50]2[cH:51][cH:52][cH:53][cH:54][cH:55]2)[cH:56][cH:57][cH:58][cH:59][cH:60]1>>[O:1]([c:2]1[cH:3][cH:4][c:5]2[c:6]([CH2:23][c:24]3[cH:25][cH:26][c:27]([O:30][CH2:31][CH2:32][N:33]4[CH2:34][CH2:35][CH2:36][CH2:37]4)[cH:28][cH:29]3)[c:7](-[c:13]3[cH:14][cH:15][c:16]([C:19]([F:20])([F:21])[F:22])[cH:17][cH:18]3)[c:8](=[O:12])[o:9][c:10]2[cH:11]1)[CH2:41][CH:40]=[CH2:39]. Reactants: CCOC(=O)Cc1cc(N2CCN(C)CC2)ncc1[N+](=O)[O-], CO, N. The product is CN1CCN(c2cc(CC(N)=O)c([N+](=O)[O-])cn2)CC1. RXN SMILES: [CH2:1]([O:3][C:4](=[O:2])[CH2:5][c:6]1[cH:7][c:8]([N:15]2[CH2:16][CH2:17][N:18]([CH3:21])[CH2:19][CH2:20]2)[n:9][cH:10][c:11]1[N+:12](=[O:13])[O-:14])[CH3:22].[CH3:24][OH:25].[NH3:23]>>[O:3]=[C:4]([CH2:5][c:6]1[cH:7][c:8]([N:15]2[CH2:16][CH2:17][N:18]([CH3:21])[CH2:19][CH2:20]2)[n:9][cH:10][c:11]1[N+:12](=[O:13])[O-:14])[NH2:23]. Reactants: ClC1=CC=2C3=C(N(C2C=C1)CC(=O)O)CCN(C3)C (2-(8-chloro-1,2,3,4-tetrahydro-2-methylpyrido[4,3-b]indol-5-yl)acetic acid), CCN=C=NCCCN(C)C (EDCI), C(C1=CC=CC=C1)O (benzyl alcohol). Reaction conditions: time 16 hour. The product is ClC1=CC=2C3=C(N(C2C=C1)CC(=O)OCC1=CC=CC=C1)CCN(C3)C (benzyl 2-(8-chloro-1,2,3,4-tetrahydro-2-methylpyrido[4,3-b]indol-5-yl)acetate). RXN SMILES: [Cl:1][C:2]1[CH:10]=[CH:9][C:8]2[N:7]([CH2:11][C:12]([OH:14])=[O:13])[C:6]3[CH2:15][CH2:16][N:17]([CH3:19])[CH2:18][C:5]=3[C:4]=2[CH:3]=1.CCN=C=NCCCN(C)C.[CH2:31](O)[C:32]1[CH:37]=[CH:36][CH:35]=[CH:34][CH:33]=1>>[Cl:1][C:2]1[CH:10]=[CH:9][C:8]2[N:7]([CH2:11][C:12]([O:14][CH2:31][C:32]3[CH:37]=[CH:36][CH:35]=[CH:34][CH:33]=3)=[O:13])[C:6]3[CH2:15][CH2:16][N:17]([CH3:19])[CH2:18][C:5]=3[C:4]=2[CH:3]=1. Procedure details: 2-(8-chloro-1,2,3,4-tetrahydro-2-methylpyrido[4,3-b]indol-5-yl)acetic acid was mixed with EDCI and benzyl alcohol and the reaction mixture was stirred for 16 h to obtain benzyl 2-(8-chloro-1,2,3,4-tetrahydro-2-methylpyrido[4,3-b]indol-5-yl)acetate after purification on neutral alumina chromatography eluting with methanol-dichloromethane gradient. The free base was converted into its oxalate salt by treatment of oxalic acid (1 equiv) in anhydrous THF. The reactants are CCN(C(C)C)C(C)C (DIPEA), BrCC#N (bromoacetonitrile), N1CCC(CC1)CNC(C1=CC(=CC(=C1)C(F)(F)F)C(F)(F)F)=O (N-(piperidin-4-ylmethyl)-3,5-bis(trifluoromethyl)benzamide). The solvent is CC#N (CH3CN). Conditions: temperature 50 celsius. Product: C(#N)CN1CCC(CC1)CNC(C1=CC(=CC(=C1)C(F)(F)F)C(F)(F)F)=O (N-((1-(cyanomethyl)piperidin-4-yl)methyl)-3,5-bis(trifluoromethyl)benzamide). RXN SMILES: [NH:1]1[CH2:6][CH2:5][CH:4]([CH2:7][NH:8][C:9](=[O:24])[C:10]2[CH:15]=[C:14]([C:16]([F:19])([F:18])[F:17])[CH:13]=[C:12]([C:20]([F:23])([F:22])[F:21])[CH:11]=2)[CH2:3][CH2:2]1.[CH3:25][CH2:26][N:27](C(C)C)C(C)C.BrCC#N>CC#N>[C:26]([CH2:25][N:1]1[CH2:6][CH2:5][CH:4]([CH2:7][NH:8][C:9](=[O:24])[C:10]2[CH:11]=[C:12]([C:20]([F:21])([F:22])[F:23])[CH:13]=[C:14]([C:16]([F:18])([F:19])[F:17])[CH:15]=2)[CH2:3][CH2:2]1)#[N:27]. Procedure details: N-(piperidin-4-ylmethyl)-3,5-bis(trifluoromethyl)benzamide (3.54 g, 10.0 mmol) was dissolved in CH3CN (100 mL). DIPEA (1.94 g, 15.0 mmol) and bromoacetonitrile (1.32 g, 11.0 mmol) were added. The reaction mixture was heated at 50° C. overnight. The solvent was removed in vacuo. Saturated NaHCO3 (40 mL) was added and the mixture was extracted with CH2Cl2 (4×30 mL). The combined organic solution was dried over anhydrous Na2SO4 and passed through a silica gel plug. The desired compound was eluted o...